This data is from the Open Reaction Database (ORD), a public repository of structured organic reaction records. The task is: describe an organic reaction: reactants, conditions, products, and yield Starting materials: BrC=1C=NC=C(C1C=O)Br (3,5-Dibromo-pyridine-4-carbaldehyde), C(=O)(O)[O-].[Na+] (NaHCO3), triethyl phosphonoacetate, [O-]CC.[Na+] (sodium ethoxide), CCO (EtOH). Run at time 15 minute. Product: C(C)OC(C=CC1=C(C=NC=C1Br)Br)=O (3-(3,5-Dibromo-pyridin-4-yl)-acrylic acid ethyl ester). As a reaction SMILES: [Br:1][C:2]1[CH:3]=[N:4][CH:5]=[C:6]([Br:10])[C:7]=1[CH:8]=O.[O-:11][CH2:12][CH3:13].[Na+].C([O-])(O)=O.[Na+].[CH3:20][CH2:21][OH:22]>>[CH2:12]([O:11][C:21](=[O:22])[CH:20]=[CH:8][C:7]1[C:2]([Br:1])=[CH:3][N:4]=[CH:5][C:6]=1[Br:10])[CH3:13] |f:1.2,3.4|. Reported procedure: 3,5-Dibromo-pyridine-4-carbaldehyde (Sigma-Aldrich, St. Louis, USA) (1 eq, 15.1 mmol, 4.0 g) is suspended in EtOH (50 ml). Then triethyl phosphonoacetate (Sigma-Aldrich, St. Louis, USA) (1.1 eq, 16.6 mmol, 3.32 ml) and sodium ethoxide (21% in EtOH, 1.1 eq, 16.6 mmol, 6.12 ml) are added. The resulting mixture is stirred for 15 min at r.t., before adding sat. aqueous NaHCO3 solution. The mixture is extracted with DCM, and the organic layer is dried with MgSO4 and concentrated in vacuo. Purificatio... Yields the product C=C1N(c2ccccc2)C(=O)OC12CCNCC2. The reactants are CC(=O)O, CCO, C=C1N(c2ccccc2)C(=O)OC12CCN(C=O)CC2, NN, O. As a reaction SMILES: [CH3:24][C:25](=[O:26])[OH:27].[CH3:28][CH2:29][OH:30].[CH:1](=[O:2])[N:3]1[CH2:4][CH2:5][C:6]2([C:7](=[CH2:18])[N:8]([c:12]3[cH:13][cH:14][cH:15][cH:16][cH:17]3)[C:9](=[O:11])[O:10]2)[CH2:19][CH2:20]1.[NH2:22][NH2:23].[OH2:21]>>[NH:3]1[CH2:4][CH2:5][C:6]2([C:7](=[CH2:18])[N:8]([c:12]3[cH:13][cH:14][cH:15][cH:16][cH:17]3)[C:9](=[O:11])[O:10]2)[CH2:19][CH2:20]1. Starting materials: OC=1C=C(C(=O)OC)C=C(C1O)[N+](=O)[O-] (methyl 3,4-dihydroxy-5-nitrobenzoate), O1CCOCC1 (dioxane), Cl (HCl). The reagents and catalysts are [Pd] (palladium on carbon). Solvent: CCO (EtOH). Reaction conditions: time 3 hour. Yields the product Cl.NC=1C=C(C(=O)OC)C=C(C1O)O (methyl 3-amino-4,5-dihydroxybenzoate hydrochloride). Isolated yield 98.0%. RXN SMILES: [OH:1][C:2]1[CH:3]=[C:4]([CH:9]=[C:10]([N+:13]([O-])=O)[C:11]=1[OH:12])[C:5]([O:7][CH3:8])=[O:6].O1CCOCC1.[ClH:22]>CCO.[Pd]>[ClH:22].[NH2:13][C:10]1[CH:9]=[C:4]([CH:3]=[C:2]([OH:1])[C:11]=1[OH:12])[C:5]([O:7][CH3:8])=[O:6] |f:5.6|. Procedure details: To a stirred solution of methyl 3,4-dihydroxy-5-nitrobenzoate (11.9 g, 55.8 mmol) in EtOH (200 mL), 4M HCl in dioxane (13.96 mL, 55.8 mmol) and 10% palladium on carbon (4.0 g, 3.76 mmol) were added. The reaction mixture was hydrogenated at atmospheric pressure of H2 for 3 hours (TLC-monitoring). The resulting mixture was filtered and concentrated with the use of a rotary evaporator. The residue was triturated with ether (100 mL). The precipitate was filtered off and vacuum-dried to afford methyl... Reactants: C1C(CC2=CC=CC=C12)=O (1,3-dihydro-2H-inden-2-one), O=C(CC)N(C1=CC=CC=C1)C1(CCNCC1)C(=O)OC (methyl 4-[N-(1-oxopropyl)-N-phenylamino]-4-piperidine-carboxylate), CO (methanol), [H][H] (hydrogen). The reagents and catalysts are [Pd] (palladium-on-charcoal). The product is CC(C)[O-].C(C(=O)[O-])(=O)[O-].C1C(CC2=CC=CC=C12)N1CCC(CC1)(C(=O)OC)N(C1=CC=CC=C1)C(CC)=O (methyl 1-(2,3-dihydro-1H-inden-2-yl)-4-[N-(1-oxopropyl)-N-phenylamino]-4-piperidinecarboxylate ethanedioate 2-propanolate). Reaction SMILES: [CH2:1]1[C:9]2[C:4](=[CH:5][CH:6]=[CH:7][CH:8]=2)[CH2:3][C:2]1=[O:10].[O:11]=[C:12]([N:15]([C:22]1([C:28]([O:30][CH3:31])=[O:29])[CH2:27][CH2:26][NH:25][CH2:24][CH2:23]1)[C:16]1[CH:21]=[CH:20][CH:19]=[CH:18][CH:17]=1)[CH2:13][CH3:14].[H][H].[CH3:34][OH:35]>[Pd]>[CH3:1][CH:2]([O-:10])[CH3:3].[C:28]([O-:30])(=[O:29])[C:34]([O-:10])=[O:35].[CH2:1]1[C:9]2[C:4](=[CH:5][CH:6]=[CH:7][CH:8]=2)[CH2:3][CH:2]1[N:25]1[CH2:26][CH2:27][C:22]([N:15]([C:12](=[O:11])[CH2:13][CH3:14])[C:16]2[CH:17]=[CH:18][CH:19]=[CH:20][CH:21]=2)([C:28]([O:30][CH3:31])=[O:29])[CH2:23][CH2:24]1 |f:5.6.7|. Procedure: A mixture of 2 parts of 1,3-dihydro-2H-inden-2-one, 4.4 parts of methyl 4-[N-(1-oxopropyl)-N-phenylamino]-4-piperidine-carboxylate and 80 parts of methanol is hydrogenated at normal pressure and at room temperature with 2 parts of palladium-on-charcoal catalyst 10%. After the calculated amount of hydrogen is taken up, the charcoal is filtered off and the filtrate is evaporated. The residue is purified by column-chromatography over silicagel using a mixture of trichloromethane and 5% of methanol ...